Dataset: the Open Reaction Database (ORD), a public repository of structured organic reaction records. Task: describe an organic reaction: reactants, conditions, products, and yield Reactants: FC1=C(C=C(\C=N\C2=CC=C(C(=O)OC)C=C2)C=C1)[N+](=O)[O-] ((E)-methyl 4-(4-fluoro-3-nitrobenzylideneamino)benzoate), C(C(C)C)=O (isobutyraldehyde), O (Water), resultant mixture. Reagents/catalysts: FC(S(=O)(=O)[O-])(F)F.[Y+3].FC(S(=O)(=O)[O-])(F)F.FC(S(=O)(=O)[O-])(F)F (yttrium(III) trifluoromethanesulfonate). The solvent is O1CCCC1 (tetrahydrofuran). Conditions: time 10 minute. The product is FC1=C(C=C(C=C1)C1NC2=CC=C(C=C2C(C1(C)C)O)C(=O)OC)[N+](=O)[O-] (methyl 2-(4-fluoro-3-nitrophenyl)-4-hydroxy-3,3-dimethyl-1,2,3,4-tetrahydroquinoline-6-carboxylate). Yield: 70.1%. As a reaction SMILES: [F:1][C:2]1[CH:19]=[CH:18][C:5](/[CH:6]=[N:7]/[C:8]2[CH:17]=[CH:16][C:11]([C:12]([O:14][CH3:15])=[O:13])=[CH:10][CH:9]=2)=[CH:4][C:3]=1[N+:20]([O-:22])=[O:21].[CH:23](=[O:27])[CH:24]([CH3:26])[CH3:25].O>O1CCCC1.FC(F)(F)S([O-])(=O)=O.[Y+3].FC(F)(F)S([O-])(=O)=O.FC(F)(F)S([O-])(=O)=O>[F:1][C:2]1[CH:19]=[CH:18][C:5]([CH:6]2[C:24]([CH3:26])([CH3:25])[CH:23]([OH:27])[C:17]3[C:8](=[CH:9][CH:10]=[C:11]([C:12]([O:14][CH3:15])=[O:13])[CH:16]=3)[NH:7]2)=[CH:4][C:3]=1[N+:20]([O-:22])=[O:21] |f:4.5.6.7|. Procedure: To a suspension of (E)-methyl 4-(4-fluoro-3-nitrobenzylideneamino)benzoate (3.62 g, 12.0 mmol) in tetrahydrofuran (24 mL), yttrium(III) trifluoromethanesulfonate (75 mg, 0.12 mmol) and isobutyraldehyde (0.87 g, 12.0 mmol) were added under nitrogen at room temperature The resultant mixture was stirred at room temperature for 20 hours (turned into clear in 10 min). Water was added to the reaction mixture and extracted with Ethyl acetate. The combined organic layers were washed with brine, dried ov...